Dataset: the Open Reaction Database (ORD), a public repository of structured organic reaction records. Task: describe an organic reaction: reactants, conditions, products, and yield Reactants: ClCCl, CO, O=C=Nc1c(Cl)cccc1Cl, COc1cc2c(N)ncnc2cc1OCC1CCN(C)CC1, CN(C)C=O. Product: COc1cc2c(NC(=O)Nc3c(Cl)cccc3Cl)ncnc2cc1OCC1CCN(C)CC1. RXN SMILES: [CH2:34]([Cl:35])[Cl:36].[CH3:42][OH:43].[Cl:1][c:2]1[c:3]([N:9]=[C:10]=[O:11])[c:4]([Cl:8])[cH:5][cH:6][cH:7]1.[NH2:12][c:13]1[n:14][cH:15][n:16][c:17]2[cH:18][c:19]([O:25][CH2:26][CH:27]3[CH2:28][CH2:29][N:30]([CH3:33])[CH2:31][CH2:32]3)[c:20]([O:23][CH3:24])[cH:21][c:22]12.[O:37]=[CH:38][N:39]([CH3:40])[CH3:41]>>[Cl:1][c:2]1[c:3]([NH:9][C:10](=[O:11])[NH:12][c:13]2[n:14][cH:15][n:16][c:17]3[cH:18][c:19]([O:25][CH2:26][CH:27]4[CH2:28][CH2:29][N:30]([CH3:33])[CH2:31][CH2:32]4)[c:20]([O:23][CH3:24])[cH:21][c:22]23)[c:4]([Cl:8])[cH:5][cH:6][cH:7]1. The reactants are CCN(Cc1ccc(Cl)c(CO)c1)C(=O)OC(C)(C)C, CC#N, O=[Mn]=O. Product: CCN(Cc1ccc(Cl)c(C=O)c1)C(=O)OC(C)(C)C. Reaction SMILES: [C:1]([CH3:2])([CH3:3])([CH3:4])[O:5][C:6]([N:7]([CH2:8][CH3:9])[CH2:10][c:11]1[cH:12][c:13]([CH2:18][OH:19])[c:14]([Cl:17])[cH:15][cH:16]1)=[O:20].[CH3:21][C:22]#[N:23].[O:24]=[Mn:25]=[O:26]>>[C:1]([CH3:2])([CH3:3])([CH3:4])[O:5][C:6]([N:7]([CH2:8][CH3:9])[CH2:10][c:11]1[cH:12][c:13]([CH:18]=[O:19])[c:14]([Cl:17])[cH:15][cH:16]1)=[O:20].